From a dataset of the Open Reaction Database (ORD), a public repository of structured organic reaction records. describe an organic reaction: reactants, conditions, products, and yield Starting materials: CC(C)(C)OC(=O)NC(Cc1ccccc1)C1CO1, c1ccc2[nH]ncc2c1. Yields the product CC(C)(C)OC(=O)NC(Cc1ccccc1)C(O)Cn1ncc2ccccc21. As a reaction SMILES: [C:1]([CH3:2])([CH3:3])([CH3:4])[O:5][C:6]([NH:7][CH:8]([CH2:9][c:10]1[cH:11][cH:12][cH:13][cH:14][cH:15]1)[CH:16]1[O:17][CH2:18]1)=[O:19].[nH:20]1[n:21][cH:22][c:23]2[cH:24][cH:25][cH:26][cH:27][c:28]12>>[C:1]([CH3:2])([CH3:3])([CH3:4])[O:5][C:6]([NH:7][CH:8]([CH2:9][c:10]1[cH:11][cH:12][cH:13][cH:14][cH:15]1)[CH:16]([OH:17])[CH2:18][n:20]1[n:21][cH:22][c:23]2[cH:24][cH:25][cH:26][cH:27][c:28]12)=[O:19]. Starting materials: C(=O)([O-])[O-].[Na+].[Na+] (Na2CO3), C(C1=CC=CC=C1)ON1C(C2=CC=CC=3C2=C(C1=O)C=C(C3N3CCCC3)Br)=O (2-benzyloxy-5-bromo-6-(pyrrolidin-1-yl)-benzo[de]isoquinoline-1,3-dione), O.C(C)O (water ethanol), solution, FC(C(=O)[O-])(F)F.FC(C(=O)[O-])(F)F.FC(C(=O)[O-])(F)F.[B+3] (boron tris(trifluoroacetate)). Solvent: C(=O)(C(F)(F)F)O (TFA), C(=O)(C(F)(F)F)O (TFA). Reaction conditions: temperature 0 celsius, time 2 hour. The product is BrC=1C(=C2C3=C(C(N(C(C3=CC=C2)=O)O)=O)C1)N1CCCC1 (5-Bromo-2-hydroxy-6-(pyrrolidin-1-yl)-benzo[de]isoquinoline-1,3-dione). Yield: 54.3%. Reaction SMILES: C([O:8][N:9]1[C:18](=[O:19])[C:17]2[CH:20]=[C:21]([Br:28])[C:22]([N:23]3[CH2:27][CH2:26][CH2:25][CH2:24]3)=[C:15]3[C:16]=2[C:11](=[CH:12][CH:13]=[CH:14]3)[C:10]1=[O:29])C1C=CC=CC=1.FC(F)(F)C([O-])=O.FC(F)(F)C([O-])=O.FC(F)(F)C([O-])=O.[B+3].O.C(O)C.C([O-])([O-])=O.[Na+].[Na+]>C(O)(C(F)(F)F)=O>[Br:28][C:21]1[C:22]([N:23]2[CH2:27][CH2:26][CH2:25][CH2:24]2)=[C:15]2[CH:14]=[CH:13][CH:12]=[C:11]3[C:16]2=[C:17]([CH:20]=1)[C:18](=[O:19])[N:9]([OH:8])[C:10]3=[O:29] |f:1.2.3.4,5.6,7.8.9|. Reported procedure: To a solution of 2-benzyloxy-5-bromo-6-(pyrrolidin-1-yl)-benzo[de]isoquinoline-1,3-dione (0.23 g, 0.51 mmol, from Example W1) in TFA (5 mL) at 0° C. was added a 1.0 M solution of boron tris(trifluoroacetate) in TFA (3 mL). The reaction was stirred at 0° C. for 2 hours and poured into a water/ethanol solution (1:1). The solution was neutralized with saturated Na2CO3, the resulting precipitate removed by filtration, and chromatographed using chloroform/hexane (10:1) to give 0.10 g of the title com... Starting materials: C(C1=CC=CC=C1)(C1=CC=CC=C1)(C1=CC=CC=C1)NC=1SC=C(N1)C(C(=O)O)=NOC(C)(C)C(=O)OC(C)(C)C (2-(2-tritylaminothiazol-4-yl)-2-[(2-t-butoxycarbonylprop-2-yl)-oxyimino]-acetic acid), ON1N=NC2=C1C=CC=C2 (1-Hydroxybenzotriazole), C1(CCCCC1)N=C=NC1CCCCC1 (N,N'-dicyclohexylcarbodiimide), NC1C2SCC(=C(N2C1=O)C(=O)OC(C1=CC=CC=C1)C1=CC=CC=C1)C1=CN=C(S1)NC=1C=NC=CC1 (7-amino-2-benzhydryloxycarbonyl-8-oxo-3-[2-(pyridin-3-yl-amino)-thiazol-5-yl]-5-thia-1-azabicyclo[ 4.2.0]oct-2-ene). The solvent is CN(C=O)C (N,N-dimethylformamide), C(C)(=O)O (Acetic acid). Run at temperature 22 celsius, time 30 minute. Product: C(C1=CC=CC=C1)(C1=CC=CC=C1)OC(=O)C=1N2C(C(C2SCC1C1=CN=C(S1)NC=1C=NC=CC1)NC(C(C=1N=C(SC1)NC(C1=CC=CC=C1)(C1=CC=CC=C1)C1=CC=CC=C1)=NOC(C)(C)C(=O)OC(C)(C)C)=O)=O (2-benzhydryloxycarbonyl-7-{2-[(2-t-butoxycarbonylprop-2-yl)-oxyimino]-2-(2-tritylaminothiazol-4-yl)-acetamido}-8-oxo-3-[2-(pyridin-3-yl-amino)-thiazol-5-yl]-5-thia-1-azabicyclo[4.2.0] oct-2-ene). Yield: 21.2%. Reaction SMILES: ON1C2C=CC=CC=2N=N1.C1(N=C=NC2CCCCC2)CCCCC1.[NH2:26][CH:27]1[C:34](=[O:35])[N:33]2[CH:28]1[S:29][CH2:30][C:31]([C:52]1[S:56][C:55]([NH:57][C:58]3[CH:59]=[N:60][CH:61]=[CH:62][CH:63]=3)=[N:54][CH:53]=1)=[C:32]2[C:36]([O:38][CH:39]([C:46]1[CH:51]=[CH:50][CH:49]=[CH:48][CH:47]=1)[C:40]1[CH:45]=[CH:44][CH:43]=[CH:42][CH:41]=1)=[O:37].[C:64]([NH:83][C:84]1[S:85][CH:86]=[C:87]([C:89](=[N:93][O:94][C:95]([C:98]([O:100][C:101]([CH3:104])([CH3:103])[CH3:102])=[O:99])([CH3:97])[CH3:96])[C:90](O)=[O:91])[N:88]=1)([C:77]1[CH:82]=[CH:81][CH:80]=[CH:79][CH:78]=1)([C:71]1[CH:76]=[CH:75][CH:74]=[CH:73][CH:72]=1)[C:65]1[CH:70]=[CH:69][CH:68]=[CH:67][CH:66]=1>CN(C)C=O.C(O)(=O)C>[CH:39]([O:38][C:36]([C:32]1[N:33]2[CH:28]([S:29][CH2:30][C:31]=1[C:52]1[S:56][C:55]([NH:57][C:58]3[CH:59]=[N:60][CH:61]=[CH:62][CH:63]=3)=[N:54][CH:53]=1)[CH:27]([NH:26][C:90](=[O:91])[C:89](=[N:93][O:94][C:95]([C:98]([O:100][C:101]([CH3:104])([CH3:103])[CH3:102])=[O:99])([CH3:97])[CH3:96])[C:87]1[N:88]=[C:84]([NH:83][C:64]([C:71]3[CH:72]=[CH:73][CH:74]=[CH:75][CH:76]=3)([C:77]3[CH:82]=[CH:81][CH:80]=[CH:79][CH:78]=3)[C:65]3[CH:66]=[CH:67][CH:68]=[CH:69][CH:70]=3)[S:85][CH:86]=1)[C:34]2=[O:35])=[O:37])([C:40]1[CH:45]=[CH:44][CH:43]=[CH:42][CH:41]=1)[C:46]1[CH:47]=[CH:48][CH:49]=[CH:50][CH:51]=1. Reported procedure: 1-Hydroxybenzotriazole (3.24 g) and N,N'-dicyclohexylcarbodiimide (4.95 g) are added to a solution, cooled to +5° C., of 7-amino-2-benzhydryloxycarbonyl-8-oxo-3-[2-(pyridin-3-yl-amino)-thiazol-5-yl]-5-thia-1-azabicyclo[ 4.2.0]oct-2-ene (10.83 g) and the syn isomer of 2-(2-tritylaminothiazol-4-yl)-2-[(2-t-butoxycarbonylprop-2-yl)-oxyimino]-acetic acid (13.72 g) in anhydrous N,N-dimethylformamide (200 cc). The mixture is stirred for 30 minutes at 5° C. and for 3 hours 30 minutes at 22° C. Acetic a... Reactants: COc1ccc(C(C)C)cc1-c1ccc(C(F)(F)F)cc1CN, CCN(C(C)C)C(C)C, COC(=O)Cl, ClCCl, O. The product is COC(=O)NCc1cc(C(F)(F)F)ccc1-c1cc(C(C)C)ccc1OC. Reaction SMILES: [CH:1]([CH3:2])([CH3:3])[c:4]1[cH:5][cH:6][c:7]([O:22][CH3:23])[c:8](-[c:10]2[c:11]([CH2:20][NH2:21])[cH:12][c:13]([C:16]([F:17])([F:18])[F:19])[cH:14][cH:15]2)[cH:9]1.[CH:29]([N:30]([CH2:31][CH3:32])[CH:33]([CH3:34])[CH3:35])([CH3:36])[CH3:37].[Cl:24][C:25](=[O:26])[O:27][CH3:28].[Cl:39][CH2:40][Cl:41].[OH2:38]>>[CH:1]([CH3:2])([CH3:3])[c:4]1[cH:5][cH:6][c:7]([O:22][CH3:23])[c:8](-[c:10]2[c:11]([CH2:20][NH:21][C:25](=[O:26])[O:27][CH3:28])[cH:12][c:13]([C:16]([F:17])([F:18])[F:19])[cH:14][cH:15]2)[cH:9]1.